From a dataset of the Open Reaction Database (ORD), a public repository of structured organic reaction records. describe an organic reaction: reactants, conditions, products, and yield Reactants: C(CC)N1C(C(C2=CC=CC=C12)=O)=O (1-propylindoline-2,3-dione), ClC=1C=C2C(C(NC2=CC1)=O)=O (5-chloroisatin), BrCCC (1-bromo-propane). Yields the product ClC=1C=C2C(C(N(C2=CC1)CCC)=O)=O (5-chloro-1-propylindoline-2,3-dione). As a reaction SMILES: [CH2:1]([N:4]1[C:12]2[C:7](=[CH:8][CH:9]=[CH:10][CH:11]=2)[C:6](=[O:13])[C:5]1=[O:14])[CH2:2][CH3:3].[Cl:15]C1C=C2C(=CC=1)NC(=O)C2=O.BrCCC>>[Cl:15][C:9]1[CH:8]=[C:7]2[C:12](=[CH:11][CH:10]=1)[N:4]([CH2:1][CH2:2][CH3:3])[C:5](=[O:14])[C:6]2=[O:13]. Procedure: Was prepared in an analogous manner to 1-propylindoline-2,3-dione using commercially available 5-chloroisatin (purchased from Fisher Scientific) and 1-bromo-propane (purchased from Fisher Scientific). 1H NMR δ 7.57 (m, 2H), 6.88 (d, 1H), 3.69 (t, 2H), 1.74 (m, 2H), 1.00 (t, 3H)